Dataset: the Open Reaction Database (ORD), a public repository of structured organic reaction records. Task: describe an organic reaction: reactants, conditions, products, and yield The reactants are C(C)O (ethanol), [H-].[Na+] (sodium hydride), ClCC=1C(=C(C(=NC1C(C)C)C(C)C)C(=O)OCC)C1=CC=C(C=C1)F (Ethyl 5-chloromethyl-2,6-diisopropyl-4-(4-fluorophenyl)pyridine-3-carboxylate). The solvent is O1CCCC1 (tetrahydrofuran), O1CCCC1 (tetrahydrofuran). Conditions: time 30 minute. The product is C(C)(C)C1=NC(=C(C(=C1C(=O)OCC)C1=CC=C(C=C1)F)COCC)C(C)C (Ethyl 2,6diisopropyl-5-ethyoxymethyl-4-(4-fluorophenyl)pyridine-3-carboxylate). As a reaction SMILES: [CH2:1]([OH:3])[CH3:2].[H-].[Na+].Cl[CH2:7][C:8]1[C:9]([C:25]2[CH:30]=[CH:29][C:28]([F:31])=[CH:27][CH:26]=2)=[C:10]([C:20]([O:22][CH2:23][CH3:24])=[O:21])[C:11]([CH:17]([CH3:19])[CH3:18])=[N:12][C:13]=1[CH:14]([CH3:16])[CH3:15]>O1CCCC1>[CH:17]([C:11]1[C:10]([C:20]([O:22][CH2:23][CH3:24])=[O:21])=[C:9]([C:25]2[CH:30]=[CH:29][C:28]([F:31])=[CH:27][CH:26]=2)[C:8]([CH2:7][O:3][CH2:1][CH3:2])=[C:13]([CH:14]([CH3:15])[CH3:16])[N:12]=1)([CH3:18])[CH3:19] |f:1.2|. Procedure: 4.4 ml (76 mmol) of absolute ethanol are added dropwise at room temperature to a suspension of 2.29 g (76 mmol) of sodium hydride (80% strength) in 30 ml of absolute tetrahydrofuran and the mixture is stirred for 30 minutes. A solution of 2.7 g (7.6 mmol) of the compound from Example 86 are then added dropwise in 20 ml of absolute tetrahydrofuran and the mixture is heated overnight under reflux. The reaction batch is subsequently poured onto ice water and, after the pH has been adjusted to 8, ex... The reactants are ClC1=NC=C(C(=O)O)C=C1 (6-chloronicotinic acid), C(C)(C)N1CCNCC1 (1-isopropyl-piperazine), C=1C=CC2=C(C1)N=NN2O (HOBt), C(CCl)Cl (EDC), CN1CCOCC1 (N-methyl morpholine). The solvent is [OH-].[Na+] (NaOH), C(Cl)Cl (DCM). Product: N (NH3), ClC1=CC=C(C=N1)C(=O)N1CCN(CC1)C(C)C ((6-Chloro-pyridin-3-yl)-(4-isopropyl-piperazin-1-yl)-methanone). The yield is 111.6%. Reaction SMILES: [Cl:1][C:2]1[CH:10]=[CH:9][C:5]([C:6]([OH:8])=O)=[CH:4][N:3]=1.[CH:11]([N:14]1[CH2:19][CH2:18][NH:17][CH2:16][CH2:15]1)([CH3:13])[CH3:12].C1C=CC2N(O)N=NC=2C=1.C(Cl)CCl.CN1CCOCC1>C(Cl)Cl.[OH-].[Na+]>[NH3:3].[Cl:1][C:2]1[N:3]=[CH:4][C:5]([C:6]([N:17]2[CH2:18][CH2:19][N:14]([CH:11]([CH3:13])[CH3:12])[CH2:15][CH2:16]2)=[O:8])=[CH:9][CH:10]=1 |f:6.7|. Reported procedure: To a solution of 6-chloronicotinic acid (0.985 g, 6.25 mmol) and 1-isopropyl-piperazine (1.50 g, 7.50 mmol) in DCM (100 mL) was added HOBt (1.20 g, 9.40 mmol), EDC (1.80 g, 9.40 mmol), and N-methyl morpholine (3.4 mL, 31.3 mmol). After 18 h the reaction was diluted with 1 N NaOH (50 mL) and extracted with DCM (3×50 mL). The organic extracts were combined, dried (Na2SO4), and concentrated. Chromatography of the residue (SiO2: 2-4% 2 M NH3 in MeOH/DCM) gave the title compound as a solid (0.934 g, ... Reactants: oil, Cl.COC([C@@H](N)CSCC1=CC=C(C=C1)OC)=O (S-(4-methoxybenzyl)-L-cysteine methyl ester hydrochloride), C(C)(=O)SCC(C(=O)O)CC1=CC=CC=C1 (3-acetylthio-2-benzylpropionic acid), oil. Solvent: CO (MeOH), CO (MeOH). Product: COC([C@@H](NC(C(CSC(C)=O)CC1=CC=CC=C1)=O)CSCC1=CC=C(C=C1)OC)=O (N-(3-Acetylthio-2-Benzylpropionyl)-S-(4-Methoxybenzyl)-L-Cysteine Methyl Ester). RXN SMILES: Cl.[CH3:2][O:3][C:4](=[O:18])[C@H:5]([CH2:7][S:8][CH2:9][C:10]1[CH:15]=[CH:14][C:13]([O:16][CH3:17])=[CH:12][CH:11]=1)[NH2:6].[C:19]([S:22][CH2:23][CH:24]([CH2:28][C:29]1[CH:34]=[CH:33][CH:32]=[CH:31][CH:30]=1)[C:25](O)=[O:26])(=[O:21])[CH3:20]>CO>[CH3:2][O:3][C:4](=[O:18])[C@H:5]([CH2:7][S:8][CH2:9][C:10]1[CH:11]=[CH:12][C:13]([O:16][CH3:17])=[CH:14][CH:15]=1)[NH:6][C:25](=[O:26])[CH:24]([CH2:28][C:29]1[CH:30]=[CH:31][CH:32]=[CH:33][CH:34]=1)[CH2:23][S:22][C:19](=[O:21])[CH3:20] |f:0.1|. Procedure: React S-(4-methoxybenzyl)-L-cysteine methyl ester hydrochloride (1.85 g) and 3-acetylthio-2-benzylpropionic acid (1.95 g) in the manner described in Example 1, Step 1 to give an amber oil. Chromatograph this oil on a column of silica gel (2L, 60-200 mesh) and elute with ethyl acetate:hexane 5:20 to give Isomer A, a clear oil (0.63 g), [α]D26 =-66.5° (MeOH), overlap Isomer A and Isomer B (0.28 g); and Isomer B, a clear oil (0.67 g), [α]D26 =+3.0° (MeOH). Starting materials: CCOCC, O=C(O)c1ccncc1, O=S(Cl)Cl. Yields the product O=C(Cl)c1ccncc1. RXN SMILES: [CH3:14][CH2:15][O:16][CH2:17][CH3:18].[OH:1][C:2](=[O:3])[c:4]1[cH:5][cH:6][n:7][cH:8][cH:9]1.[S:10]([Cl:11])([Cl:12])=[O:13]>>[O:1]=[C:2]([c:4]1[cH:5][cH:6][n:7][cH:8][cH:9]1)[Cl:12]. Starting materials: CCO, O=Cc1ccccc1, COC(=O)c1cc(N)ccc1O. The product is COC(=O)c1cc(N=Cc2ccccc2)ccc1O. RXN SMILES: [CH3:21][CH2:22][OH:23].[CH:13](=[O:14])[c:15]1[cH:16][cH:17][cH:18][cH:19][cH:20]1.[OH:1][c:2]1[c:3]([C:4](=[O:5])[O:6][CH3:7])[cH:8][c:9]([NH2:12])[cH:10][cH:11]1>>[OH:1][c:2]1[c:3]([C:4](=[O:5])[O:6][CH3:7])[cH:8][c:9]([N:12]=[CH:13][c:15]2[cH:16][cH:17][cH:18][cH:19][cH:20]2)[cH:10][cH:11]1. Reactants: OC1=C(C=CC(=C1)O)C(C)=O (2′,4′-dihydroxyacetophenone), BrC(C(=O)OCC)(C)C (ethyl bromoisobutyrate). The product is OC1=C(C=CC(=C1)OC(C)(C)C(=O)OCC)C(C)=O (2′-Hydroxy-4′-(ethoxycarbonyldimethylmethoxy)acetophenone). Reaction SMILES: [OH:1][C:2]1[CH:7]=[C:6]([OH:8])[CH:5]=[CH:4][C:3]=1[C:9](=[O:11])[CH3:10].Br[C:13]([CH3:20])([CH3:19])[C:14]([O:16][CH2:17][CH3:18])=[O:15]>>[OH:1][C:2]1[CH:7]=[C:6]([O:8][C:13]([C:14]([O:16][CH2:17][CH3:18])=[O:15])([CH3:20])[CH3:19])[CH:5]=[CH:4][C:3]=1[C:9](=[O:11])[CH3:10]. Procedure: This compound was synthesized from 2′,4′-dihydroxyacetophenone and ethyl bromoisobutyrate (1 eq) according to general method 4 described earlier.